This data is from the Open Reaction Database (ORD), a public repository of structured organic reaction records. The task is: describe an organic reaction: reactants, conditions, products, and yield Procedure details: To a mixture of quinoline-6-carboxylic acid methyl ester (0.50 g, 2.7 mmol) and tetrahydrofuran (10 mL) was added 1,3-dibromo-5,5-dimethyl hydantoin (0.76 g, 2.7 mmol) on an ice bath, and the solution was stirred at 50° C. for 4 hours. Water, an aqueous solution of saturated sodium bicarbonate and ethyl acetate were added to the reaction solution, which was then partitioned, the organic layer was washed with brine, the solvent was then evaporated in vacuo. The residue was purified by silica gel ... Starting materials: C([O-])(O)=O.[Na+] (sodium bicarbonate), COC(=O)C=1C=C2C=CC=NC2=CC1 (quinoline-6-carboxylic acid methyl ester), O1CCCC1 (tetrahydrofuran), BrN1C(=O)N(C(=O)C1(C)C)Br (1,3-dibromo-5,5-dimethyl hydantoin). The solvent is C(C)(=O)OCC (ethyl acetate), O (Water). Conditions: temperature 50 celsius, time 4 hour. RXN SMILES: [CH3:1][O:2][C:3]([C:5]1[CH:6]=[C:7]2[C:12](=[CH:13][CH:14]=1)[N:11]=[CH:10][CH:9]=[CH:8]2)=[O:4].O1CCCC1.[Br:20]N1C(C)(C)C(=O)N(Br)C1=O.C(=O)(O)[O-].[Na+]>C(OCC)(=O)C.O>[CH3:1][O:2][C:3]([C:5]1[CH:6]=[C:7]2[C:12](=[CH:13][CH:14]=1)[N:11]=[CH:10][C:9]([Br:20])=[CH:8]2)=[O:4] |f:3.4|. Isolated yield 9.6%. The product is COC(=O)C=1C=C2C=C(C=NC2=CC1)Br (3-Bromo-quinoline-6-carboxylic acid methyl ester). Reported procedure: A mixture of 20 parts of 1-(4-bromo-2-chlorophenyl)-2-(1H-1,2,4-triazol-1-yl)ethanone, 40 parts of pentachlorophosphorane and 300 parts of 1,2-dichloroethane was stirred and relfuxed overnight. 300 Parts of potassium carbonate and 650 parts of dichloromethane were added and water was added dropwise carefully till a volume of about 1500 parts. The aqueous phase was extracted with dichloromethane. The combined organic layers were washed with water, dried, filtered and evaporated. The residue was p... Product: BrC1=CC(=C(C=C1)\C(=C/N1N=CN=C1)\Cl)Cl ((E)-1-[2-(4-bromo-2-chlorophenyl)-2 -chloroethenyl]-1H-1,2,4-triazole). Reaction SMILES: [Br:1][C:2]1[CH:7]=[CH:6][C:5]([C:8](=O)[CH2:9][N:10]2[CH:14]=[N:13][CH:12]=[N:11]2)=[C:4]([Cl:16])[CH:3]=1.[Cl:17]P(Cl)(Cl)(Cl)Cl.ClCCCl.C(=O)([O-])[O-].[K+].[K+]>O.ClCCl>[Br:1][C:2]1[CH:7]=[CH:6][C:5](/[C:8](/[Cl:17])=[CH:9]\[N:10]2[CH:14]=[N:13][CH:12]=[N:11]2)=[C:4]([Cl:16])[CH:3]=1 |f:3.4.5|. Reaction conditions: time 8 hour. The reactants are 20, BrC1=CC(=C(C=C1)C(CN1N=CN=C1)=O)Cl (1-(4-bromo-2-chlorophenyl)-2-(1H-1,2,4-triazol-1-yl)ethanone), ClP(Cl)(Cl)(Cl)Cl (pentachlorophosphorane), ClCCCl (1,2-dichloroethane), C([O-])([O-])=O.[K+].[K+] (potassium carbonate). Yield: 37.0%. Run in ClCCl (dichloromethane), O (water). Starting materials: ice, C(Cl)(Cl)Cl (chloroform), CC[C@@H]1[C@@]([C@@H]([C@H](N(C[C@@H](C[C@@]([C@@H]([C@H]([C@@H]([C@H](C(=O)O1)C)O[C@H]2C[C@@]([C@H]([C@@H](O2)C)O)(C)OC)C)O[C@H]3[C@@H]([C@H](C[C@H](O3)C)N(C)C)O)(C)O)C)C)C)O)(C)O.O.O (N-methyl-11-aza-10-deoxo-10-dihydro erythromycin A), CC(=O)OC(=O)C (acetanhydride), N#N (N2). The solvent is N1=CC=CC=C1 (pyridine). Product: CC(=O)CC(=O)CC(=O)O (triacetate). Reaction SMILES: CC[C@H]1[O:18][C:16](=[O:17])[C@H:15](C)[C@@H:14]([O:20][C@@H]2O[C@@H](C)[C@H](O)[C@@](OC)(C)C2)[C@H:13](C)[C@@H:12]([O:33][C@@H]2O[C@H](C)C[C@H](N(C)C)[C@H]2O)[C@@:11](O)(C)C[C@@H](C)CN(C)[C@H](C)[C@@H](O)[C@@]1(O)C.O.O.CC(OC(C)=O)=O.N#N.C(Cl)(Cl)Cl>N1C=CC=CC=1>[CH3:11][C:12]([CH2:13][C:14]([CH2:15][C:16]([OH:18])=[O:17])=[O:20])=[O:33] |f:0.1.2|. Reported procedure: To a solution of 1.5 g (0.002 mole) of N-methyl-11-aza-10-deoxo-10-dihydro erythromycin A in 20 ml of pyridine there were added 10 ml (0.106 mole) of acetanhydride and it was stirred in a N2 -stream for 36 hours while heating at 60° to 80° C. The reaction was stopped by the addition of approx. 100 cm3 of ice and the product was isolated by the extraction with chloroform (4×30 ml) at a pH of 8.5. The combined chloroform extracts were washed with a 5% w./w. NaHCO3 solution (2×50 ml) and dried over... Reactants: CCOC(=O)N1CCC(NS(=O)(=O)c2cccc3c(CN4C(=O)c5ccccc5C4=O)cccc23)CC1, CO, NN. Yields the product CCOC(=O)N1CCC(NS(=O)(=O)c2cccc3c(CN)cccc23)CC1. RXN SMILES: [CH2:1]([CH3:2])[O:3][C:4](=[O:5])[N:6]1[CH2:7][CH2:8][CH:9]([NH:12][S:13](=[O:14])(=[O:15])[c:16]2[cH:17][cH:18][cH:19][c:20]3[c:21]([CH2:26][N:27]4[C:28](=[O:29])[c:30]5[c:31]([cH:32][cH:33][cH:34][cH:35]5)[C:36]4=[O:37])[cH:22][cH:23][cH:24][c:25]23)[CH2:10][CH2:11]1.[CH3:40][OH:41].[NH2:38][NH2:39]>>[CH2:1]([CH3:2])[O:3][C:4](=[O:5])[N:6]1[CH2:7][CH2:8][CH:9]([NH:12][S:13](=[O:14])(=[O:15])[c:16]2[cH:17][cH:18][cH:19][c:20]3[c:21]([CH2:26][NH2:27])[cH:22][cH:23][cH:24][c:25]23)[CH2:10][CH2:11]1. Reactants: CC(C)(C)C(=O)O, CN(C)c1ccncc1, CC=CC1CCC(C2CCC(C=CCO)CC2)CC1, ClCCl. The product is CC=CC1CCC(C2CCC(C=CCOC(=O)C(C)(C)C)CC2)CC1. Reaction SMILES: [CH3:1][C:2]([CH3:3])([CH3:4])[C:5]([OH:6])=[O:7].[CH3:27][N:28]([CH3:29])[c:30]1[cH:31][cH:32][n:33][cH:34][cH:35]1.[CH:8](=[CH:9][CH3:10])[CH:11]1[CH2:12][CH2:13][CH:14]([CH:17]2[CH2:18][CH2:19][CH:20]([CH:23]=[CH:24][CH2:25][OH:26])[CH2:21][CH2:22]2)[CH2:15][CH2:16]1.[Cl:36][CH2:37][Cl:38]>>[CH3:1][C:2]([CH3:3])([CH3:4])[C:5]([O:6][CH2:25][CH:24]=[CH:23][CH:20]1[CH2:19][CH2:18][CH:17]([CH:14]2[CH2:13][CH2:12][CH:11]([CH:8]=[CH:9][CH3:10])[CH2:16][CH2:15]2)[CH2:22][CH2:21]1)=[O:7]. The solvent is C1(=CC=CC=C1)C (toluene), C(C)(=O)OCC (ethyl acetate). As a reaction SMILES: [N+:1]([C:4]1[CH:19]=[CH:18][C:7]([CH2:8][O:9][C:10]([NH:12][CH:13]([CH2:16][OH:17])[CH2:14][OH:15])=[O:11])=[CH:6][CH:5]=1)([O-:3])=[O:2].[C:20]([S:23][C@@H:24]1[CH2:28][N:27]([C:29]([O:31][CH2:32][C:33]2[CH:38]=[CH:37][C:36]([N+:39]([O-:41])=[O:40])=[CH:35][CH:34]=2)=[O:30])[C@H:26]([CH:42]=O)[CH2:25]1)(=[O:22])[CH3:21].C1(C)C=CC(S(O)(=O)=O)=CC=1.O>C1(C)C=CC=CC=1.C(OCC)(=O)C>[C:20]([S:23][C@@H:24]1[CH2:28][N:27]([C:29]([O:31][CH2:32][C:33]2[CH:38]=[CH:37][C:36]([N+:39]([O-:41])=[O:40])=[CH:35][CH:34]=2)=[O:30])[C@H:26]([CH:42]2[O:17][CH2:16][CH:13]([NH:12][C:10]([O:9][CH2:8][C:7]3[CH:18]=[CH:19][C:4]([N+:1]([O-:3])=[O:2])=[CH:5][CH:6]=3)=[O:11])[CH2:14][O:15]2)[CH2:25]1)(=[O:22])[CH3:21]. Procedure: A solution of 2-(4-nitrobenzyloxycarbonyl)amino-1,3-propanediol (1.42 g), (2S,4S)-4-acetylthio-2-formyl-1-(4-nitrobenzyloxycarbonyl) pyrrolidine (1.00 g) and 4-toluene-sulfonic acid (0.30 g) in toluene was refluxed for 2 hours with removing water under azeotropic condition. The reaction mixture was poured into a mixture of water and ethyl acetate. The organic layer was separated, washed with brine, dried over magnesium sulfate and evaporated. The residue was chromatographed on silica gel (80 ml)... The product is C(C)(=O)S[C@H]1C[C@H](N(C1)C(=O)OCC1=CC=C(C=C1)[N+](=O)[O-])C1OCC(CO1)NC(=O)OCC1=CC=C(C=C1)[N+](=O)[O-] ((2S, 4S)-4-acetylthio-1- (4-nitrobenzyloxycarbonyl)-2-[5-(4-nitrobenzyloxycarbonylamino) -1,3-dioxan-2-yl]pyrrolidine). Reactants: [N+](=O)([O-])C1=CC=C(COC(=O)NC(CO)CO)C=C1 (2-(4-nitrobenzyloxycarbonyl)amino-1,3-propanediol), C(C)(=O)S[C@H]1C[C@H](N(C1)C(=O)OCC1=CC=C(C=C1)[N+](=O)[O-])C=O ((2S,4S)-4-acetylthio-2-formyl-1-(4-nitrobenzyloxycarbonyl) pyrrolidine), C1(=CC=C(C=C1)S(=O)(=O)O)C (4-toluene-sulfonic acid), O (water), O (water). The yield is 85.7%. The reactants are C1(CC1)CN1C(=NC2=C1C=CC(=C2)S(=O)(=O)C)CC(C)(C)C (1-(Cyclopropylmethyl)-2-(2,2-dimethylpropyl)-5-(methylsulfonyl)-1H-benzimidazole), C[Si](C)(C)[N-][Si](C)(C)C.[Li+] (lithium bis(trimethylsilyl)amide), CC(=O)C (acetone). Run in O1CCCC1 (tetrahydrofuran). Conditions: time 10 minute. Yields the product C1(CC1)CN1C(=NC2=C1C=CC(=C2)S(=O)(=O)CC(C)(O)C)CC(C)(C)C (1-{[1-(Cyclopropylmethyl)-2-(2,2-dimethylpropyl)-1H-benzimidazol-5-yl]sulfonyl}-2-methylpropan-2-ol). The yield is 48.0%. RXN SMILES: [CH:1]1([CH2:4][N:5]2[C:9]3[CH:10]=[CH:11][C:12]([S:14]([CH3:17])(=[O:16])=[O:15])=[CH:13][C:8]=3[N:7]=[C:6]2[CH2:18][C:19]([CH3:22])([CH3:21])[CH3:20])[CH2:3][CH2:2]1.C[Si]([N-][Si](C)(C)C)(C)C.[Li+].[CH3:33][C:34]([CH3:36])=[O:35]>O1CCCC1>[CH:1]1([CH2:4][N:5]2[C:9]3[CH:10]=[CH:11][C:12]([S:14]([CH2:17][C:34]([CH3:36])([OH:35])[CH3:33])(=[O:15])=[O:16])=[CH:13][C:8]=3[N:7]=[C:6]2[CH2:18][C:19]([CH3:22])([CH3:21])[CH3:20])[CH2:2][CH2:3]1 |f:1.2|. Reported procedure: To a solution of 1-(cyclopropylmethyl)-2-(2,2-dimethylpropyl)-5-(methylsulfonyl)-1H-benzimidazole (Step D, 8.22 g, 25.7 mmol) in tetrahydrofuran (200 mL) was added lithium bis(trimethylsilyl)amide (1.07 M in hexane, 28.8 mL, 30.8 mmol) at −40° C. under nitrogen atmosphere. After stirring for 10 min, acetone (20 mL) was added at −40° C. and the mixture was allowed to warm to room temperature. After stirring for 18 h, the mixture was quenched with water (200 mL) and extracted with ethyl acetate (3...